Dataset: the Open Reaction Database (ORD), a public repository of structured organic reaction records. Task: describe an organic reaction: reactants, conditions, products, and yield Starting materials: ice water, OO (hydrogen peroxide), solution, O1C=CC(C2=CC=CC=C12)=O (Chromone). Solvent: CCOCC (ether), ice water. Conditions: temperature 0 celsius, time 4 hour. Yields the product O1C=2OC3=CC=CC=C3C(C21)=O (2,3-epoxychromone). Isolated yield 75.0%. Reaction SMILES: [O:1]1[C:10]2[C:5](=[CH:6][CH:7]=[CH:8][CH:9]=2)[C:4](=[O:11])[CH:3]=[CH:2]1.[OH:12]O>CCOCC>[O:12]1[C:3]2[C:4](=[O:11])[C:5]3[C:10](=[CH:9][CH:8]=[CH:7][CH:6]=3)[O:1][C:2]1=2. Procedure details: Chromone (3 g) was dissolved in ether (200 ml) and the solution was cooled to 0° C. in ice water. Then, 30% hydrogen peroxide (15 ml) and Triton B (10 ml) solution were added portionwise. The whole was stirred at 0° C. for 4 hours. After adding ice water, the reaction liquor was extracted with dichloromethane. The organic layer was washed with sodium thiosulfate, dried over anhydrous sodium sulfate, and concentrated under reduced pressure. The residue was fractionatedby silica gel column chromat... The reactants are BrC1=CC=C2C(C(NC2=C1)=O)=O (6-bromoisatin), C[Mg]Br (methylmagnesium bromide). Solvent: C1CCOC1 (THF). Conditions: time 2 hour. The product is BrC1=CC=C2C(C(NC2=C1)=O)(C)O (6-bromo-3-hydroxy-3-methylindolin-2-one). Reaction SMILES: [Br:1][C:2]1[CH:10]=[C:9]2[C:5]([C:6](=[O:12])[C:7](=[O:11])[NH:8]2)=[CH:4][CH:3]=1.[CH3:13][Mg]Br>C1COCC1>[Br:1][C:2]1[CH:10]=[C:9]2[C:5]([C:6]([OH:12])([CH3:13])[C:7](=[O:11])[NH:8]2)=[CH:4][CH:3]=1. Procedure: To a mixture of 6-bromoisatin (255 mg, 1.13 mmol) in THF (3.0 mL) was added methylmagnesium bromide (1.12 mL, 3.39 mmol, 3M in ether). The solution was stirred at room temperature for 2 hours. The solution was cooled to 0° C. and was quenched with a saturated solution of ammonium chloride. The aqueous layer was extracted with EtOAc (3×), washed with brine, dried over MgSO4, filtered and concentrated to afford 6-bromo-3-hydroxy-3-methylindolin-2-one 7.45. The solid was used without further purifi... Starting materials: ClC1=NC=NC(=C1)C1=C(C=CC=C1)OC (4-Chloro-6-(2-methoxy-phenyl)pyrimidine), NN (hydrazine), C([O-])([O-])=O.[K+].[K+] (potassium carbonate), white solid. Solvent: O1CCOCC1 (dioxane). Yields the product COC1=C(C=CC=C1)C1=CC(=NC=N1)NN ([6-(2-Methoxy-phenyl)-pyrimidin-4-yl]-hydrazine). RXN SMILES: Cl[C:2]1[CH:7]=[C:6]([C:8]2[CH:13]=[CH:12][CH:11]=[CH:10][C:9]=2[O:14][CH3:15])[N:5]=[CH:4][N:3]=1.[NH2:16][NH2:17].C(=O)([O-])[O-].[K+].[K+]>O1CCOCC1>[CH3:15][O:14][C:9]1[CH:10]=[CH:11][CH:12]=[CH:13][C:8]=1[C:6]1[N:5]=[CH:4][N:3]=[C:2]([NH:16][NH2:17])[CH:7]=1 |f:2.3.4|. Procedure: [6-(2-Methoxy-phenyl)-pyrimidin-4-yl]-hydrazine was prepared from 4-Chloro-6-(2-methoxy-phenyl)pyrimidine (2.4 g, 11 mmol), hydrazine (1.3 mL, 43 mmol) and potassium carbonate (2.2 g, 16 mmol) in 25 mL of dioxane by a procedure similar to example 3, step 1 yielding 2.0 g (86%) of a white solid.